Dataset: the Open Reaction Database (ORD), a public repository of structured organic reaction records. Task: describe an organic reaction: reactants, conditions, products, and yield The reactants are COC(=O)C1Cc2c(ncn2CCC23CC4CC(CC(C4)C2)C3)CN1C(=O)C(c1ccccc1)c1ccccc1, [Na+], OCC1CCCO1, [OH-]. Product: O=C(O)C1Cc2c(ncn2CCC23CC4CC(CC(C4)C2)C3)CN1C(=O)C(c1ccccc1)c1ccccc1. As a reaction SMILES: [CH3:1][O:2][C:3](=[O:4])[CH:5]1[CH2:6][c:7]2[c:8]([n:26][cH:27][n:28]2[CH2:29][CH2:30][C:31]23[CH2:32][CH:33]4[CH2:34][CH:35]([CH2:36][CH:37]([CH2:38]2)[CH2:39]4)[CH2:40]3)[CH2:9][N:10]1[C:11]([CH:12]([c:13]1[cH:14][cH:15][cH:16][cH:17][cH:18]1)[c:19]1[cH:20][cH:21][cH:22][cH:23][cH:24]1)=[O:25].[Na+:42].[O:43]1[CH2:44][CH2:45][CH2:46][CH:47]1[CH2:48][OH:49].[OH-:41]>>[O:2]=[C:3]([OH:4])[CH:5]1[CH2:6][c:7]2[c:8]([n:26][cH:27][n:28]2[CH2:29][CH2:30][C:31]23[CH2:32][CH:33]4[CH2:34][CH:35]([CH2:36][CH:37]([CH2:38]2)[CH2:39]4)[CH2:40]3)[CH2:9][N:10]1[C:11]([CH:12]([c:13]1[cH:14][cH:15][cH:16][cH:17][cH:18]1)[c:19]1[cH:20][cH:21][cH:22][cH:23][cH:24]1)=[O:25]. Starting materials: OC=1C(=C2C(CC3(CCC3)OC2=CC1C)=O)C (6-hydroxy-5,7-dimethylspiro[chromene-2,1′-cyclobutan]-4(3H)-one), [BH4-].[Na+] (sodium borohydride). The solvent is CO (methanol). Conditions: time 30 minute. The product is CC1=C2C(CC3(CCC3)OC2=CC(=C1O)C)O (5,7-dimethyl-3,4-dihydrospiro[chromene-2,1′-cyclobutane]-4,6-diol). Reaction SMILES: [OH:1][C:2]1[C:3]([CH3:17])=[C:4]2[C:12](=[CH:13][C:14]=1[CH3:15])[O:11][C:7]1([CH2:10][CH2:9][CH2:8]1)[CH2:6][C:5]2=[O:16].[BH4-].[Na+]>CO>[CH3:17][C:3]1[C:2]([OH:1])=[C:14]([CH3:15])[CH:13]=[C:12]2[C:4]=1[CH:5]([OH:16])[CH2:6][C:7]1([O:11]2)[CH2:8][CH2:9][CH2:10]1 |f:1.2|. Procedure details: To a solution of 6-hydroxy-5,7-dimethylspiro[chromene-2,1′-cyclobutan]-4(3H)-one,( 345 mg) in methanol (5 mL) was added sodium borohydride (65 mg). The mixture was stirred at room temperature for 30 min. The mixture was concentrated and the methanol removed to give 5,7-dimethyl-3,4-dihydrospiro[chromene-2,1′-cyclobutane]-4,6-diol. The reactants are N(=O)[O-].[Na+] (Sodium nitrite), CC1=C(CN)C(=CC=C1C)[N+](=O)[O-] (2,3-dimethyl-6-nitrobenzylamine), C(C)(=O)O (acetic acid), [OH-].[Na+] (Sodium hydroxide). Run in O (water), O (water), CO (methanol), O (water). Conditions: time 10 minute. Yields the product CC1=C(CO)C(=CC=C1C)[N+](=O)[O-] (2,3-dimethyl-6-nitrobenzyl alcohol). Yield: 93.5%. Reaction SMILES: N([O-])=[O:2].[Na+].[CH3:5][C:6]1[C:13]([CH3:14])=[CH:12][CH:11]=[C:10]([N+:15]([O-:17])=[O:16])[C:7]=1[CH2:8]N.C(O)(=O)C.[OH-].[Na+]>O.CO>[CH3:5][C:6]1[C:13]([CH3:14])=[CH:12][CH:11]=[C:10]([N+:15]([O-:17])=[O:16])[C:7]=1[CH2:8][OH:2] |f:0.1,4.5|. Procedure details: Sodium nitrite (36.5 g, 0.53 mole) in water (125 ml) was added dropwise to a stirred mixture of 2,3-dimethyl-6-nitrobenzylamine (63.5 g, 0.35 mole), acetic acid (165 mL) and water (165 mL) cooled in an ice bath. After completing the addition, the mixture was stirred for 10 minutes, warmed to room temperature and stirred to a further 10 minutes before being diluted with water (1000 mL). The mixture was extracted with dichloromethane (3×500 mL), the combined extracts dried over magnesium sulfate a...